From a dataset of the Open Reaction Database (ORD), a public repository of structured organic reaction records. describe an organic reaction: reactants, conditions, products, and yield Starting materials: FC(C(C(F)(F)F)(O)C1=CC=C(CN2CCC(CC2)C(=O)C2=CC=C(C=C2)NC(C)=O)C=C1)(F)F (N-(4-(1-(4-(1,1,1,3,3,3-Hexafluoro-2-hydroxypropan-2-yl)benzyl)piperidine-4-carbonyl)phenyl)acetamide), C[Mg]Br (methylmagnesium bromide), C(C)OCC (diethyl ether), C[Mg]Br (Methylmagnesium bromide), C(C)OCC (diethyl ether). Solvent: O1CCCC1 (tetrahydrofuran). Conditions: temperature -78 celsius, time 30 minute. The product is FC(C(C(F)(F)F)(O)C1=CC=C(CN2CCC(CC2)C(C)(O)C2=CC=C(C=C2)NC(C)=O)C=C1)(F)F (N-(4-(1-(1-(4-(1,1,1,3,3,3-Hexafluoro-2-hydroxypropan-2-yl)benzyl)piperidin-4-yl)-1-hydroxyethyl)phenyl)acetamide). RXN SMILES: [F:1][C:2]([F:35])([F:34])[C:3]([C:9]1[CH:33]=[CH:32][C:12]([CH2:13][N:14]2[CH2:19][CH2:18][CH:17]([C:20]([C:22]3[CH:27]=[CH:26][C:25]([NH:28][C:29](=[O:31])[CH3:30])=[CH:24][CH:23]=3)=[O:21])[CH2:16][CH2:15]2)=[CH:11][CH:10]=1)([OH:8])[C:4]([F:7])([F:6])[F:5].[CH3:36][Mg]Br.C(OCC)C>O1CCCC1>[F:35][C:2]([F:1])([F:34])[C:3]([C:9]1[CH:10]=[CH:11][C:12]([CH2:13][N:14]2[CH2:15][CH2:16][CH:17]([C:20]([C:22]3[CH:23]=[CH:24][C:25]([NH:28][C:29](=[O:31])[CH3:30])=[CH:26][CH:27]=3)([OH:21])[CH3:36])[CH2:18][CH2:19]2)=[CH:32][CH:33]=1)([OH:8])[C:4]([F:7])([F:6])[F:5]. Procedure: N-(4-(1-(4-(1,1,1,3,3,3-Hexafluoro-2-hydroxypropan-2-yl)benzyl)piperidine-4-carbonyl)phenyl)acetamide (1.702 mmol, 855 mg) was dissolved in anhydrous tetrahydrofuran (20 mL) under nitrogen and cooled to −78° C. 3M Methylmagnesium bromide in diethyl ether (3.40 mmol, 1.134 mL) was added and the mixture stirred at −78° C. for 30 minutes before allowing to warm to room temperature and stirring for a further 4 hours. After this time, further 3M methylmagnesium bromide in diethyl ether (3.40 mmol, 1.... The reactants are CC1=NC2=C(C=CC=C2C(=N1)N1CCOCC1)N (2-methyl-4-morpholinoquinazolin-8-amine), CCN(C(C)C)C(C)C (DIPEA), ClC1=CC=C(C(=C1C(=O)O)F)CNC(C(C)(C)C)=O (6-chloro-2-fluoro-3-(pivalamidomethyl)benzoic acid), C(C(=O)Cl)(=O)Cl (oxalyl chloride). Yield: 25.1%. Reagents/catalysts: CN(C)C=O (DMF). Procedure: The title compound was prepared following the procedure described in Example-1 using 2-methyl-4-morpholinoquinazolin-8-amine (Intermediate-51, 100 mg, 0.41 mmol), 6-chloro-2-fluoro-3-(pivalamidomethyl)benzoic acid (Intermediate-2, 176 mg, 0.61 mmol), oxalyl chloride (115 mg, 0.92 mmol), DMF (1 drop) and DIPEA (159 mg, 1.23 mmol) in CH2Cl2 (5 mL) to afford 53 mg of the title product. 1H NMR (400 MHz, DMSO-d6): δ 10.36 (s, 1H), 8.69 (d, J=7.6 Hz, 1H), 8.14-8.11 (t, J=5.7 Hz, 1H), 7.76-7.74 (d, J=8... Product: ClC1=CC=C(C(=C1C(=O)NC=1C=CC=C2C(=NC(=NC12)C)N1CCOCC1)F)CNC(C(C)(C)C)=O (6-Chloro-2-fluoro-N-(2-methyl-4-morpholinoquinazolin-8-yl)-3-(pivalamidomethyl)benzamide). Run in C(Cl)Cl (CH2Cl2). As a reaction SMILES: [CH3:1][C:2]1[N:11]=[C:10]([N:12]2[CH2:17][CH2:16][O:15][CH2:14][CH2:13]2)[C:9]2[C:4](=[C:5]([NH2:18])[CH:6]=[CH:7][CH:8]=2)[N:3]=1.[Cl:19][C:20]1[C:25]([C:26](O)=[O:27])=[C:24]([F:29])[C:23]([CH2:30][NH:31][C:32](=[O:37])[C:33]([CH3:36])([CH3:35])[CH3:34])=[CH:22][CH:21]=1.C(Cl)(=O)C(Cl)=O.CCN(C(C)C)C(C)C>CN(C=O)C.C(Cl)Cl>[Cl:19][C:20]1[C:25]([C:26]([NH:18][C:5]2[CH:6]=[CH:7][CH:8]=[C:9]3[C:4]=2[N:3]=[C:2]([CH3:1])[N:11]=[C:10]3[N:12]2[CH2:17][CH2:16][O:15][CH2:14][CH2:13]2)=[O:27])=[C:24]([F:29])[C:23]([CH2:30][NH:31][C:32](=[O:37])[C:33]([CH3:35])([CH3:34])[CH3:36])=[CH:22][CH:21]=1. Starting materials: [OH-].[Na+] (sodium hydroxide), C(C1=CC=CC=C1)(=O)OCC1(OCCCO1)CC ((2-ethyl-1,3-dioxan-2-yl)methyl benzoate), C([O-])([O-])=O.[K+].[K+] (potassium carbonate), O1CCCC1 (tetrahydrofuran). Solvent: O (water), CO (methanol). Conditions: time 11 hour. Product: C(C)C1(OCCCO1)CO ((2-ethyl-1,3-dioxan-2-yl)methanol). Isolated yield 92.9%. Reaction SMILES: C([O:9][CH2:10][C:11]1([CH2:17][CH3:18])[O:16][CH2:15][CH2:14][CH2:13][O:12]1)(=O)C1C=CC=CC=1.C(=O)([O-])[O-].[K+].[K+].O1CCCC1.[OH-].[Na+]>CO.O>[CH2:17]([C:11]1([CH2:10][OH:9])[O:16][CH2:15][CH2:14][CH2:13][O:12]1)[CH3:18] |f:1.2.3,5.6|. Procedure: A mixture of (2-ethyl-1,3-dioxan-2-yl)methyl benzoate (4.33 g, 17.3 mmol), potassium carbonate (4.95 g, 35.9 mmol), tetrahydrofuran (50 ml), and water (20 ml) was stirred at room temperature for 11 hours. A 5N aqueous sodium hydroxide solution (2 ml) was added to the mixture, which was stirred at room temperature for 7 hours and then methanol (50 ml) was added thereto, which was stirred at room temperature for 4 hours. The reaction mixture was concentrated under reduced pressure. Ethyl acetate w... The reactants are FC1=C(C=CC(=C1)F)SC=1C=C(C(=O)Cl)C=CC1[N+](=O)[O-] (3-(2,4-difluorophenylthio)-4-nitrobenzoyl chloride), CN (methylamine), O (water). Solvent: CCOCC (ether), CCOCC (ether). Conditions: time 1 hour. Yields the product CNC(C1=CC(=C(C=C1)[N+](=O)[O-])SC1=C(C=C(C=C1)F)F)=O (N-methyl-3-(2,4-difluorophenylthio)-4-nitrobenzamide). As a reaction SMILES: [F:1][C:2]1[CH:7]=[C:6]([F:8])[CH:5]=[CH:4][C:3]=1[S:9][C:10]1[CH:11]=[C:12]([CH:16]=[CH:17][C:18]=1[N+:19]([O-:21])=[O:20])[C:13](Cl)=[O:14].[CH3:22][NH2:23].O>CCOCC>[CH3:22][NH:23][C:13](=[O:14])[C:12]1[CH:16]=[CH:17][C:18]([N+:19]([O-:21])=[O:20])=[C:10]([S:9][C:3]2[CH:4]=[CH:5][C:6]([F:8])=[CH:7][C:2]=2[F:1])[CH:11]=1. Procedure: A solution of 3-(2,4-difluorophenylthio)-4-nitrobenzoyl chloride (1.2 g) in ether (8 ml) was added to a stirred mixture of 40% methylamine (2 ml), water (8 ml) and ether (5 ml) at 0° to 5° C. The mixture was stirred at the same temperature for 1 hour and at room temperature for 1 hour. The organic layer was separated, washed with water, dried and concentrated. The oily residue was crystallized from a mixture of ethyl acetate and hexane to give crystals of N-methyl-3-(2,4-difluorophenylthio)-4-ni... Starting materials: FC(C1=CC(=NC=2N1N=CC2C#C)C2=CC=C(C=C2)C(F)(F)F)F (7-Difluoromethyl-3-ethynyl-5-(4-trifluoromethyl-phenyl)-pyrazolo[1,5-a]pyrimidine), BrC=1C(=CC(=C(C1)S(=O)(=O)N)F)F (5-bromo-2,4-difluorobenzenesulfonamide). Product: FC(C1=CC(=NC=2N1N=CC2C#CC=2C(=CC(=C(C2)S(=O)(=O)N)F)F)C2=CC=C(C=C2)C(F)(F)F)F (5-[7-Difluoromethyl-5-(4-trifluoromethyl-phenyl)-pyrazolo[1,5-a]pyrimidin-3-ylethynyl]-2,4-difluoro-benzenesulfonamide), solid. Yield: 58.0%. RXN SMILES: [F:1][CH:2]([F:24])[C:3]1[N:8]2[N:9]=[CH:10][C:11]([C:12]#[CH:13])=[C:7]2[N:6]=[C:5]([C:14]2[CH:19]=[CH:18][C:17]([C:20]([F:23])([F:22])[F:21])=[CH:16][CH:15]=2)[CH:4]=1.Br[C:26]1[C:27]([F:37])=[CH:28][C:29]([F:36])=[C:30]([S:32]([NH2:35])(=[O:34])=[O:33])[CH:31]=1>>[F:24][CH:2]([F:1])[C:3]1[N:8]2[N:9]=[CH:10][C:11]([C:12]#[C:13][C:26]3[C:27]([F:37])=[CH:28][C:29]([F:36])=[C:30]([S:32]([NH2:35])(=[O:33])=[O:34])[CH:31]=3)=[C:7]2[N:6]=[C:5]([C:14]2[CH:19]=[CH:18][C:17]([C:20]([F:23])([F:22])[F:21])=[CH:16][CH:15]=2)[CH:4]=1. Procedure: The title compound was prepared from 7-Difluoromethyl-3-ethynyl-5-(4-trifluoromethyl-phenyl)-pyrazolo[1,5-a]pyrimidine (example C.2) (340 mg, 1.0 mmol) and commercially available 5-bromo-2,4-difluorobenzenesulfonamide [CAS 287172-65-0] (247 mg, 1.0 mmol) according to general procedure II. Obtained as a yellow solid (310 mg, 58%). MS (ISP) 529.2 [(M+H)+]; mp 256-258° C. The reactants are O=C(O)CNC(=O)c1ccccc1, CC(=O)[O-], CC(=O)OC(C)=O, CC(=O)O, Cl, [Na+], [Na+], O=Cc1cnccc1Oc1ccccc1, [OH-], O, O=S(=O)(O)O. RXN SMILES: [C:16]([CH2:17][NH:18][C:19]([c:20]1[cH:21][cH:22][cH:23][cH:24][cH:25]1)=[O:26])(=[O:27])[OH:28].[CH3:30][C:31](=[O:32])[O-:33].[CH3:42][C:43]([O:44][C:45](=[O:46])[CH3:47])=[O:48].[CH3:49][C:50](=[O:51])[OH:52].[ClH:34].[Na+:29].[Na+:41].[O:1]([c:2]1[cH:3][cH:4][cH:5][cH:6][cH:7]1)[c:8]1[c:9]([CH:14]=[O:15])[cH:10][n:11][cH:12][cH:13]1.[OH-:40].[OH2:53].[S:35](=[O:36])(=[O:37])([OH:38])[OH:39]>>[O:1]1[c:2]2[cH:3][cH:4][cH:5][cH:6][c:7]2[C:17]([C:16](=[O:27])[OH:28])=[CH:14][c:9]2[c:8]1[cH:13][cH:12][n:11][cH:10]2. Yields the product O=C(O)C1=Cc2cnccc2Oc2ccccc21. Starting materials: Cc1ccc(C#N)c(Cl)n1, [F-], [K+], [Na+], CN(C)C=O, [OH-], COc1c(O)cccc1C=O. Product: COc1c(C=O)cccc1Oc1nc(C)ccc1C#N. RXN SMILES: [Cl:1][c:2]1[c:3]([C:4]#[N:5])[cH:6][cH:7][c:8]([CH3:10])[n:9]1.[F-:22].[K+:23].[Na+:25].[O:26]=[CH:27][N:28]([CH3:29])[CH3:30].[OH-:24].[OH:11][c:12]1[c:13]([O:20][CH3:21])[c:14]([CH:15]=[O:16])[cH:17][cH:18][cH:19]1>>[c:2]1([O:11][c:12]2[c:13]([O:20][CH3:21])[c:14]([CH:15]=[O:16])[cH:17][cH:18][cH:19]2)[c:3]([C:4]#[N:5])[cH:6][cH:7][c:8]([CH3:10])[n:9]1.